From a dataset of the Open Reaction Database (ORD), a public repository of structured organic reaction records. describe an organic reaction: reactants, conditions, products, and yield RXN SMILES: CN(OC)[C:3](=[O:10])[C@@H:4]([CH:6]1[CH2:9][CH2:8][CH2:7]1)[CH3:5].[C:13]1([Li])[CH:18]=[CH:17][CH:16]=[CH:15][CH:14]=1>>[CH:6]1([C@@H:4]([CH3:5])[C:3]([C:13]2[CH:18]=[CH:17][CH:16]=[CH:15][CH:14]=2)=[O:10])[CH2:9][CH2:8][CH2:7]1. Conditions: time 1 hour. Yields the product C1(CCC1)[C@H](C(=O)C1=CC=CC=C1)C ((R)-Cyclobutylpropiophenone). The reactants are CN(C([C@H](C)C1CCC1)=O)OC (N-Methyl-N-methoxy-(R)-2-cyclobutylpropionamide), C1(=CC=CC=C1)[Li] (phenyllithium). Reported procedure: A dry flask was charged with N-Methyl-N-methoxy-(R)-2-cyclobutylpropionamide (2.62 grams, 15.4 mmol, from Step D). The vessel was purged with nitrogen and 40 mL THF was added. The mixture was cooled to −10 C and a solution of phenyllithium (30 mL, 1.8M, 53.9 mmol) was added. The solution was stirred for 1 h at −10 C then the reaction was quenched with sat'd ammonium chloride. The mixture was extracted with ethyl acetate and the organic portion was dried over sodium sulfate and concentrated. Flas... The yield is 71.1%.